This data is from the Open Reaction Database (ORD), a public repository of structured organic reaction records. The task is: describe an organic reaction: reactants, conditions, products, and yield Procedure: To a solution of 4-[3-(1H-indol-5-yl)-1-(toluene-4-sulfonyl)-1H-pyrrolo[2,3-b]pyridin-5-yl]-2-trifluoromethyl-benzaldehyde (0.12 g, 0.214 mmol) in CH2Cl2 (3 mL) was added 1-methylpiperazine (32 mL, 0.32 mmol) and sodium triacetoxyborohydride (136 mg, 0.64 mmol). The reaction mixture was stirred for 1 hr at room temperature, after which it was partitioned between CH2Cl2 and 1 M NaOH. The organic layer was separated, dried over MgSO4, and concentrated in vacuo. The residue was dissolved in 3:2 MeO... Run in C(Cl)Cl (CH2Cl2). The yield is 22.9%. Starting materials: N1C=CC2=CC(=CC=C12)C1=CN(C2=NC=C(C=C21)C2=CC(=C(C=O)C=C2)C(F)(F)F)S(=O)(=O)C2=CC=C(C=C2)C (4-[3-(1H-indol-5-yl)-1-(toluene-4-sulfonyl)-1H-pyrrolo[2,3-b]pyridin-5-yl]-2-trifluoromethyl-benzaldehyde), CN1CCNCC1 (1-methylpiperazine), C(C)(=O)O[BH-](OC(C)=O)OC(C)=O.[Na+] (sodium triacetoxyborohydride). Reaction conditions: time 1 hour. As a reaction SMILES: [NH:1]1[C:9]2[C:4](=[CH:5][C:6]([C:10]3[C:18]4[C:13](=[N:14][CH:15]=[C:16]([C:19]5[CH:26]=[CH:25][C:22]([CH:23]=O)=[C:21]([C:27]([F:30])([F:29])[F:28])[CH:20]=5)[CH:17]=4)[N:12](S(C4C=CC(C)=CC=4)(=O)=O)[CH:11]=3)=[CH:7][CH:8]=2)[CH:3]=[CH:2]1.[CH3:41][N:42]1[CH2:47][CH2:46][NH:45][CH2:44][CH2:43]1.C(O[BH-](OC(=O)C)OC(=O)C)(=O)C.[Na+]>C(Cl)Cl>[NH:1]1[C:9]2[C:4](=[CH:5][C:6]([C:10]3[C:18]4[C:13](=[N:14][CH:15]=[C:16]([C:19]5[CH:26]=[CH:25][C:22]([CH2:23][N:45]6[CH2:46][CH2:47][N:42]([CH3:41])[CH2:43][CH2:44]6)=[C:21]([C:27]([F:29])([F:30])[F:28])[CH:20]=5)[CH:17]=4)[NH:12][CH:11]=3)=[CH:7][CH:8]=2)[CH:3]=[CH:2]1 |f:2.3|. The product is N1C=CC2=CC(=CC=C12)C1=CNC2=NC=C(C=C21)C2=CC(=C(C=C2)CN2CCN(CC2)C)C(F)(F)F (3-(1H-indol-5-yl)-5-[4-(4-methyl-piperazin-1-ylmethyl)-3-trifluoromethyl-phenyl]-1H-pyrrolo[2,3-b]pyridine). Starting materials: O=C(O)C(=O)N1CCC(Cc2ccccc2)CC1, Nc1ccc2nc(N)sc2c1. Yields the product Nc1nc2ccc(NC(=O)C(=O)N3CCC(Cc4ccccc4)CC3)cc2s1. Reaction SMILES: [CH2:1]([c:2]1[cH:3][cH:4][cH:5][cH:6][cH:7]1)[CH:8]1[CH2:9][CH2:10][N:11]([C:14]([C:15](=[O:16])[OH:17])=[O:18])[CH2:12][CH2:13]1.[NH2:19][c:20]1[s:21][c:22]2[c:23]([n:24]1)[cH:25][cH:26][c:27]([NH2:29])[cH:28]2>>[CH2:1]([c:2]1[cH:3][cH:4][cH:5][cH:6][cH:7]1)[CH:8]1[CH2:9][CH2:10][N:11]([C:14]([C:15](=[O:17])[NH:29][c:27]2[cH:26][cH:25][c:23]3[c:22]([s:21][c:20]([NH2:19])[n:24]3)[cH:28]2)=[O:18])[CH2:12][CH2:13]1.